From a dataset of the Open Reaction Database (ORD), a public repository of structured organic reaction records. describe an organic reaction: reactants, conditions, products, and yield Starting materials: P(Br)(Br)Br (Phosphorus tribromide), COC=1C=C(C=CC1OC)C1=NC(=NC2=CC(=C(C=C12)OC)OC)CCO (4-(3,4-dimethoxyphenyl)-2-(2-hydroxyethyl)-6,7-dimethoxyquinazoline), C([O-])(O)=O.[Na+] (sodium bicarbonate). Solvent: C1=CC=CC=C1 (benzene). Run at temperature 75 celsius, time 1 hour. The product is BrCCC1=NC2=CC(=C(C=C2C(=N1)C1=CC(=C(C=C1)OC)OC)OC)OC (2-(2-bromoethyl)-4-(3,4-dimethoxyphenyl)-6,7-dimethoxyquinazoline). Isolated yield 72.3%. Reaction SMILES: P(Br)(Br)[Br:2].[CH3:5][O:6][C:7]1[CH:8]=[C:9]([C:15]2[C:24]3[C:19](=[CH:20][C:21]([O:27][CH3:28])=[C:22]([O:25][CH3:26])[CH:23]=3)[N:18]=[C:17]([CH2:29][CH2:30]O)[N:16]=2)[CH:10]=[CH:11][C:12]=1[O:13][CH3:14].C(=O)(O)[O-].[Na+]>C1C=CC=CC=1>[Br:2][CH2:30][CH2:29][C:17]1[N:16]=[C:15]([C:9]2[CH:10]=[CH:11][C:12]([O:13][CH3:14])=[C:7]([O:6][CH3:5])[CH:8]=2)[C:24]2[C:19](=[CH:20][C:21]([O:27][CH3:28])=[C:22]([O:25][CH3:26])[CH:23]=2)[N:18]=1 |f:2.3|. Procedure: Phosphorus tribromide (PBr3)(0.95 g) was added dropwise to a solution of 4-(3,4-dimethoxyphenyl)-2-(2-hydroxyethyl)-6,7-dimethoxyquinazoline (2.6 g) in benzene (50 ml) at room temperature. The mixture was stirred at 75° C. for 1 hour, poured into ice-cold water, neutralized with an aqueous saturated solution of sodium bicarbonate, and then extracted with chloroform. The chloroform layer was washed with water, dried over magnesium sulfate, and the solvent was evaporated. The residue was subjected... Starting materials: NCC=1C=NC=CC1 (3-aminomethylpyridine), C(C)(=O)O[BH-](OC(C)=O)OC(C)=O.[Na+] (sodium triacetoxyborohydride), ClC1=C2CNC(C2=C(C=C1)C=1N(C2=CC=C(C=C2C1)C=O)C(=O)OC(C)(C)C)=O (4-chloro-7-[1-(tert-butoxycarbonyl)-5-formylindol-2-yl]isoindolinone). Run in ClCCl (dichloromethane). The product is ClC1=C2CNC(C2=C(C=C1)C=1N(C2=CC=C(C=C2C1)CNCC=1C=NC=CC1)C(=O)OC(C)(C)C)=O (4-chloro-7-(1-(tert-butoxycarbonyl)-5-[(pyridin-3-ylmethyl)amino methyl]indol-2-yl)isoindolinone). Reaction SMILES: [Cl:1][C:2]1[CH:10]=[CH:9][C:8]([C:11]2[N:12]([C:22]([O:24][C:25]([CH3:28])([CH3:27])[CH3:26])=[O:23])[C:13]3[C:18]([CH:19]=2)=[CH:17][C:16]([CH:20]=O)=[CH:15][CH:14]=3)=[C:7]2[C:3]=1[CH2:4][NH:5][C:6]2=[O:29].[NH2:30][CH2:31][C:32]1[CH:33]=[N:34][CH:35]=[CH:36][CH:37]=1.C(O[BH-](OC(=O)C)OC(=O)C)(=O)C.[Na+]>ClCCl>[Cl:1][C:2]1[CH:10]=[CH:9][C:8]([C:11]2[N:12]([C:22]([O:24][C:25]([CH3:28])([CH3:27])[CH3:26])=[O:23])[C:13]3[C:18]([CH:19]=2)=[CH:17][C:16]([CH2:20][NH:30][CH2:31][C:32]2[CH:33]=[N:34][CH:35]=[CH:36][CH:37]=2)=[CH:15][CH:14]=3)=[C:7]2[C:3]=1[CH2:4][NH:5][C:6]2=[O:29] |f:2.3|. Procedure details: In a similar manner to Step 1 of Example 56, 4-chloro-7-[1-(tert-butoxycarbonyl)-5-formylindol-2-yl]isoindolinone (20.0 mg, 0.0487 mmol) was dissolved in dichloromethane (0.5 mL). The solution was treated with 3-aminomethylpyridine (0.010 mL, 0.098 mmol) and sodium triacetoxyborohydride (32 mg, 0.15 mmol) to obtain 4-chloro-7-(1-(tert-butoxycarbonyl)-5-[(pyridin-3-ylmethyl)amino methyl]indol-2-yl)isoindolinone. Reactants: BrC=1C(NC(=NC1)C(C)N1CCN(CC1)S(=O)(=O)C1=CC=C(C=C1)OC)=O (5-bromo-2-{1-[4-(4-methoxy-benzenesulfonyl)-piperazin-1-yl]-ethyl}-3H-pyrimidin-4-one), P(=O)(Cl)(Cl)Cl (phosphorus oxychloride). Run at temperature 90 celsius. The product is BrC=1C(=NC(=NC1)C(C)N1CCN(CC1)S(=O)(=O)C1=CC=C(C=C1)OC)Cl (5-bromo-4-chloro-2-{1-[4-(4-methoxy-benzenesulfonyl)-piperazin-1-yl]-ethyl}-pyrimidine). Reaction SMILES: [Br:1][C:2]1[C:3](=O)[NH:4][C:5]([CH:8]([N:10]2[CH2:15][CH2:14][N:13]([S:16]([C:19]3[CH:24]=[CH:23][C:22]([O:25][CH3:26])=[CH:21][CH:20]=3)(=[O:18])=[O:17])[CH2:12][CH2:11]2)[CH3:9])=[N:6][CH:7]=1.P(Cl)(Cl)([Cl:30])=O>>[Br:1][C:2]1[C:3]([Cl:30])=[N:4][C:5]([CH:8]([N:10]2[CH2:15][CH2:14][N:13]([S:16]([C:19]3[CH:24]=[CH:23][C:22]([O:25][CH3:26])=[CH:21][CH:20]=3)(=[O:18])=[O:17])[CH2:12][CH2:11]2)[CH3:9])=[N:6][CH:7]=1. Procedure: In a flask containing of 5-bromo-2-{1-[4-(4-methoxy-benzenesulfonyl)-piperazin-1-yl]-ethyl}-3H-pyrimidin-4-one (150.0 mg, 0.33 mmol) in phosphorus oxychloride (2 ml) was heated to 90° C. for 2 hours, then the solvent was concentrated under reduced pressure to give the 5-bromo-4-chloro-2-{1-[4-(4-methoxy-benzenesulfonyl)-piperazin-1-yl]-ethyl}-pyrimidine that was used in the next step without any purification. MS m/z calc. 524.2 found (ESI); 526.2 (M+1)+. Retention time 2.91 minutes.